Dataset: the Open Reaction Database (ORD), a public repository of structured organic reaction records. Task: describe an organic reaction: reactants, conditions, products, and yield Starting materials: liquid, 122, liquid, N[C@@H]1C[C@H](CCC1)NC1=NC2=C(C=CC=C2C=C1)C1=CC=2C(NCCC2N1)=O (rac-2-(2-((trans-3-aminocyclohexyl)amino)quinolin-8-yl)-6,7-dihydro-1H-pyrrolo[3,2-c]pyridin-4(5H)-one). Solvent: C(=O)=O (CO2), C(C)NCC (diethylamine), N1=C(C=CC=C1)C(=O)N (pyridine amide), C(=O)=O (CO2), C(C)NCC (diethylamine). Product: N[C@H]1C[C@H](CCC1)NC1=NC2=C(C=CC=C2C=C1)C1=CC=2C(NCCC2N1)=O (2-(2-((cis-3-aminocyclohexyl)amino)quinolin-8-yl)-6,7-dihydro-1H-pyrrolo[3,2-c]pyridin-4(5H)-one). Reaction SMILES: [NH2:1][C@H:2]1[CH2:7][CH2:6][CH2:5][C@H:4]([NH:8][C:9]2[CH:18]=[CH:17][C:16]3[C:11](=[C:12]([C:19]4[NH:27][C:26]5[CH2:25][CH2:24][NH:23][C:22](=[O:28])[C:21]=5[CH:20]=4)[CH:13]=[CH:14][CH:15]=3)[N:10]=2)[CH2:3]1>C(=O)=O.C(NCC)C.N1C=CC=CC=1C(N)=O>[NH2:1][C@@H:2]1[CH2:7][CH2:6][CH2:5][C@H:4]([NH:8][C:9]2[CH:18]=[CH:17][C:16]3[C:11](=[C:12]([C:19]4[NH:27][C:26]5[CH2:25][CH2:24][NH:23][C:22](=[O:28])[C:21]=5[CH:20]=4)[CH:13]=[CH:14][CH:15]=3)[N:10]=2)[CH2:3]1. Reported procedure: A solution of 2-(2-chloroquinolin-8-yl)-6,7-dihydro-1H-pyrrolo[3,2-c]pyridin-4(5H)-one (Example 1; 101 mg, 0.339 mmol) and cyclohexane-1,3-diamine (Aldich; 0.204 mL, 1.696 mmol) in DMSO (0.6 mL) was stirred under argon at 100° C. for 1 d. The mixture was cooled to 25° C., diluted with DMSO (1.8 mL), and purified by revered-phase HPLC (Phenomenex Gemini C18 column (150×30 mm, 10 μm), 35 mL/min, 5-100% ACN/H2O+0.1% TFA) to provide 2-(2-((3-aminocyclohexyl)amino)-quinolin-8-yl)-6,7-dihydro-1H-pyrro... Reactants: N(=NC(C#N)(C)C)C(C#N)(C)C (azobis-iso-butyronitrile), ClCC1=CC=C(C=C)C=C1 (p-chloromethylstyrene), C=CC1=CC=CC=C1 (styrene). The product is ClCC=CC1=CC=CC=C1 (chloromethylstyrene), C=CC1=CC=CC=C1 (styrene). Reaction SMILES: [Cl:1][CH2:2][C:3]1[CH:10]=[CH:9][C:6]([CH:7]=[CH2:8])=[CH:5][CH:4]=1.[CH2:11]=[CH:12][C:13]1[CH:18]=[CH:17][CH:16]=[CH:15][CH:14]=1.N(C(C)(C)C#N)=NC(C)(C)C#N>>[Cl:1][CH2:2][CH:11]=[CH:12][C:13]1[CH:18]=[CH:17][CH:16]=[CH:15][CH:14]=1.[CH2:8]=[CH:7][C:6]1[CH:9]=[CH:10][CH:3]=[CH:4][CH:5]=1. Reported procedure: According to the same manner as described in Example 6, p-chloromethylstyrene (82.5 g, 0.541 mole) and styrene (18.8 g, 0.181 mole) were polymerized by using azobis-iso-butyronitrile (1 g) to obtain a copolymer of chloromethylstyrene and styrene as white powder, yield 80%. The structure was confirmed by IR and NMR spectra. The reactants are 4-g, CN(C)C=O (DMF), C(=O)O (formic acid), BrC1=C(C=CC(=C1)Cl)N1C(C=CC2=CC(=CC=C12)S(=O)(=O)NC1=NOC=C1)=O (1-(2-bromo-4-chlorophenyl)-N-(isoxazol-3-yl)-2-oxo-1,2-dihydroquinoline-6-sulfonamide). The reagents and catalysts are C=1C=CC(=CC1)[P](C=2C=CC=CC2)(C=3C=CC=CC3)[Pd]([P](C=4C=CC=CC4)(C=5C=CC=CC5)C=6C=CC=CC6)([P](C=7C=CC=CC7)(C=8C=CC=CC8)C=9C=CC=CC9)[P](C=1C=CC=CC1)(C=1C=CC=CC1)C=1C=CC=CC1 (tetrakis(triphenylphosphine)palladium(0)). The solvent is CO.C(Cl)Cl (MeOH DCM). Product: ClC1=CC=C(C=C1)N1C(C=CC2=CC(=CC=C12)S(=O)(=O)NC1=NOC=C1)=O (1-(4-chlorophenyl)-N-(isoxazol-3-yl)-2-oxo-1,2-dihydroquinoline-6-sulfonamide). Isolated yield 129.1%. RXN SMILES: Br[C:2]1[CH:7]=[C:6]([Cl:8])[CH:5]=[CH:4][C:3]=1[N:9]1[C:18]2[C:13](=[CH:14][C:15]([S:19]([NH:22][C:23]3[CH:27]=[CH:26][O:25][N:24]=3)(=[O:21])=[O:20])=[CH:16][CH:17]=2)[CH:12]=[CH:11][C:10]1=[O:28].CN(C=O)C.C(O)=O>C1C=CC([P]([Pd]([P](C2C=CC=CC=2)(C2C=CC=CC=2)C2C=CC=CC=2)([P](C2C=CC=CC=2)(C2C=CC=CC=2)C2C=CC=CC=2)[P](C2C=CC=CC=2)(C2C=CC=CC=2)C2C=CC=CC=2)(C2C=CC=CC=2)C2C=CC=CC=2)=CC=1.CO.C(Cl)Cl>[Cl:8][C:6]1[CH:5]=[CH:4][C:3]([N:9]2[C:18]3[C:13](=[CH:14][C:15]([S:19]([NH:22][C:23]4[CH:27]=[CH:26][O:25][N:24]=4)(=[O:20])=[O:21])=[CH:16][CH:17]=3)[CH:12]=[CH:11][C:10]2=[O:28])=[CH:2][CH:7]=1 |f:4.5,^1:40,42,61,80|. Procedure: A vial was charged with 1-(2-bromo-4-chlorophenyl)-N-(isoxazol-3-yl)-2-oxo-1,2-dihydroquinoline-6-sulfonamide (202.5 mg, 0.320 mmol) and tetrakis(triphenylphosphine)palladium(0) (37.0 mg, 0.032 mmol). The vial was flushed with Ar (g), then DMF (1.6 mL) and formic acid (123 μl, 3.20 mmol) were added. The vial was sealed and placed in an 80° C. heating bath for 27 hrs. The mixture was cooled to rt and was loaded onto a 4-g silica gel loading column with the aid of MeOH/DCM, and the column was drie... Starting materials: C=1C=CN2C1CNC1=C(C2)C=CC=C1 (10,11-dihydro-5H-pyrrolo[2,1-c][1,4]benzodiazepine), N,N′-diisopropylethyl amine, ClC1=NC=C(C(=O)Cl)C=C1 (6-Chloronicotinoyl chloride). Run in ClCCl (dichloromethane). Conditions: time 1 hour. The product is ClC1=CC=C(C=N1)C(=O)N1CC=2N(CC3=C1C=CC=C3)C=CC2 ((6-Chloro-pyridin-3-yl)-[10,11-dihydro-5H-pyrrolo[2,1-c][1,4]benzodiazepin-10-yl]methanone). Reaction SMILES: [CH:1]1[CH:2]=[CH:3][N:4]2[CH2:10][C:9]3[CH:11]=[CH:12][CH:13]=[CH:14][C:8]=3[NH:7][CH2:6][C:5]=12.[Cl:15][C:16]1[CH:24]=[CH:23][C:19]([C:20](Cl)=[O:21])=[CH:18][N:17]=1>ClCCl>[Cl:15][C:16]1[N:17]=[CH:18][C:19]([C:20]([N:7]2[C:8]3[CH:14]=[CH:13][CH:12]=[CH:11][C:9]=3[CH2:10][N:4]3[CH:3]=[CH:2][CH:1]=[C:5]3[CH2:6]2)=[O:21])=[CH:23][CH:24]=1. Procedure details: A solution of 10,11-dihydro-5H-pyrrolo[2,1-c][1,4]benzodiazepine (100 mmol) and N,N′-diisopropylethyl amine (130 mmol) in dichloromethane (500 mL) was cooled to 0° C. 6-Chloronicotinoyl chloride (130 mmol) was added dropwise under nitrogen. The solution was stirred for one hour as it returned to room temperature. The reaction mixture was filtered through a sica gel pad, washed with 0.5 N sodium hydroxide and water, dried over anhydrous magnesium sulfate. The solution was again filtered through a... Reactants: aqueous solution, [OH-].[Na+] (NaOH), C(C)NC(=O)NC1=NN2C(C=C(C=C2N2N=CC=C2)C=2C=NC(=NC2)N2CCC(CC2)(C(=O)OCC)C)=N1 (ethyl 1-(5-{2-[(ethylcarbamoyl)amino]-5-(1H-pyrazol-1-yl)[1,2,4]triazolo[1,5-a]pyridin-7-yl}pyrimidin-2-yl)-4-methylpiperidine-4-carboxylate). Run in CCO (EtOH). Reaction conditions: temperature 70 celsius. Yields the product C(C)NC(=O)NC1=NN2C(C=C(C=C2N2N=CC=C2)C=2C=NC(=NC2)N2CCC(CC2)(C(=O)O)C)=N1 (1-(5-{2-[(ethylcarbamoyl)amino]-5-(1H-pyrazol-1-yl)[1,2,4]triazolo[1,5-a]pyridin-7-yl}pyrimidin-2-yl)-4-methylpiperidine-4-carboxylic acid). Yield: 24.0%. Reaction SMILES: [OH-].[Na+].[CH2:3]([NH:5][C:6]([NH:8][C:9]1[N:40]=[C:12]2[CH:13]=[C:14]([C:22]3[CH:23]=[N:24][C:25]([N:28]4[CH2:33][CH2:32][C:31]([CH3:39])([C:34]([O:36]CC)=[O:35])[CH2:30][CH2:29]4)=[N:26][CH:27]=3)[CH:15]=[C:16]([N:17]3[CH:21]=[CH:20][CH:19]=[N:18]3)[N:11]2[N:10]=1)=[O:7])[CH3:4]>CCO>[CH2:3]([NH:5][C:6]([NH:8][C:9]1[N:40]=[C:12]2[CH:13]=[C:14]([C:22]3[CH:23]=[N:24][C:25]([N:28]4[CH2:29][CH2:30][C:31]([CH3:39])([C:34]([OH:36])=[O:35])[CH2:32][CH2:33]4)=[N:26][CH:27]=3)[CH:15]=[C:16]([N:17]3[CH:21]=[CH:20][CH:19]=[N:18]3)[N:11]2[N:10]=1)=[O:7])[CH3:4] |f:0.1|. Procedure details: A 2N aqueous solution of NaOH (5 mL) was added to a solution of ethyl 1-(5-{2-[(ethylcarbamoyl)amino]-5-(1H-pyrazol-1-yl)[1,2,4]triazolo[1,5-a]pyridin-7-yl}pyrimidin-2-yl)-4-methylpiperidine-4-carboxylate (88 mg, 0.17 mmol) in EtOH (15 mL) at rt and was heated at 70° C. After 2 h the reaction mixture was cooled to rt and concentrated in vacuo to ˜⅓ volume. Water (10 mL) was added and the resultant solution extracted with EtOAc (2×10 mL). The aqueous was then acidified to pH 1-2 and extracted wit... Reactants: Cn1cc(C2CCC(N3CCN(c4cc(C=O)cc5cccnc45)CC3)CC2)c2cc(C#N)ccc21, CC(C)(C)O, CCO, [O-][Cl+][O-], [Na+], O. The product is Cn1cc(C2CCC(N3CCN(c4cc(C(=O)O)cc5cccnc45)CC3)CC2)c2cc(C#N)ccc21. Reaction SMILES: [C:1](#[N:2])[c:3]1[cH:4][c:5]2[c:6]([CH:13]3[CH2:14][CH2:15][CH:16]([N:19]4[CH2:20][CH2:21][N:22]([c:25]5[cH:26][c:27]([CH:35]=[O:36])[cH:28][c:29]6[cH:30][cH:31][cH:32][n:33][c:34]56)[CH2:23][CH2:24]4)[CH2:17][CH2:18]3)[cH:7][n:8]([CH3:12])[c:9]2[cH:10][cH:11]1.[C:41]([OH:42])([CH3:43])([CH3:44])[CH3:45].[CH3:47][CH2:48][OH:49].[Cl+:37]([O-:38])[O-:39].[Na+:40].[OH2:46]>>[C:1](#[N:2])[c:3]1[cH:4][c:5]2[c:6]([CH:13]3[CH2:14][CH2:15][CH:16]([N:19]4[CH2:20][CH2:21][N:22]([c:25]5[cH:26][c:27]([C:35](=[O:36])[OH:38])[cH:28][c:29]6[cH:30][cH:31][cH:32][n:33][c:34]56)[CH2:23][CH2:24]4)[CH2:17][CH2:18]3)[cH:7][n:8]([CH3:12])[c:9]2[cH:10][cH:11]1. Reactants: ClC=1OC2=C(N1)C=CC=C2 (2-chlorobenzoxazole), A1, amine, C(=O)([O-])[O-].[K+].[K+] (K2CO3), N12C=CCCCC2NCCC1 (1,8-diazabicyclo[5.4.0]undecene), [H-].[Na+] (sodium hydride). Run in C1CCOC1 (THF), CN(C)C=O (DMF), COCCOC (DME), C(C)N(CC)CC (triethylamine). Conditions: temperature 50 celsius. Yields the product desired product, NC=1OC2=C(N1)C=CC=C2 (2-aminobenzoxazole). Reaction SMILES: Cl[C:2]1[O:3][C:4]2[CH:10]=[CH:9][CH:8]=[CH:7][C:5]=2[N:6]=1.C([O-])([O-])=O.[K+].[K+].[N:17]12CCCNC1CCCC=C2.[H-].[Na+]>C1COCC1.CN(C=O)C.COCCOC.C(N(CC)CC)C>[NH2:17][C:2]1[O:3][C:4]2[CH:10]=[CH:9][CH:8]=[CH:7][C:5]=2[N:6]=1 |f:1.2.3,5.6|. Reported procedure: A mixture of an appropriate 2-chlorobenzoxazole, A1 (1 eq), and appropriate amine (2 eq) and optional base (e.g. K2CO3, triethylamine, disopropylamine, 1,8-diazabicyclo[5.4.0]undecene, or sodium hydride) in THF (or DME, DMF) was heated in the range of 20 to 80° C. up to 24 h. After cooling to room temperature, the reaction mixture was concentrated under reduced pressure. The crude product was purified by silica gel column chromatography (typical eluents include 9:1 dichloromethane/methanol, ethy...